Dataset: the Open Reaction Database (ORD), a public repository of structured organic reaction records. Task: describe an organic reaction: reactants, conditions, products, and yield Starting materials: CC(CC=O)C (3-methylbutanal), C(C)(C)OC1=CC2=C(N(C(N(C2=O)CCCOC2OCCCC2)=O)C)N=C1 (6-isopropoxy-1-methyl-3-(3-(tetrahydro-2H-pyran-2-yloxy)propyl)pyrido[2,3-d]pyrimidine-2,4(1H,3H)-dione), C(C)(C)OC1=CC2=C(N(C(N(C2=O)CCCOC2OCCCC2)=O)C)N=C1 (6-isopropoxy-1-methyl-3-(3-(tetrahydro-2H-pyran-2-yloxy)propyl)pyrido[2,3-d]pyrimidine-2,4(1H,3H)-dione), [Li+].CC(C)[N-]C(C)C (LDA). Solvent: C1CCOC1 (THF), C1CCOC1 (THF). Conditions: temperature -78 celsius, time 1 hour. Yields the product OC(CC(C)C)C1=C(C=NC=2N(C(N(C(C21)=O)CCCOC2OCCCC2)=O)C)OC(C)C (5-(1-hydroxy-3-methylbutyl)-6-isopropoxy-1-methyl-3-(3-(tetrahydro-2H-pyran-2-yloxy)propyl)pyrido[2,3-d]pyrimidine-2,4(1H,3H)-dione). The yield is 32.4%. Reaction SMILES: [CH:1]([O:4][C:5]1[CH:27]=[N:26][C:8]2[N:9]([CH3:25])[C:10](=[O:24])[N:11]([CH2:14][CH2:15][CH2:16][O:17][CH:18]3[CH2:23][CH2:22][CH2:21][CH2:20][O:19]3)[C:12](=[O:13])[C:7]=2[CH:6]=1)([CH3:3])[CH3:2].[Li+].CC([N-]C(C)C)C.[CH3:36][CH:37]([CH3:41])[CH2:38][CH:39]=[O:40]>C1COCC1>[OH:40][CH:39]([C:6]1[C:7]2[C:12](=[O:13])[N:11]([CH2:14][CH2:15][CH2:16][O:17][CH:18]3[CH2:23][CH2:22][CH2:21][CH2:20][O:19]3)[C:10](=[O:24])[N:9]([CH3:25])[C:8]=2[N:26]=[CH:27][C:5]=1[O:4][CH:1]([CH3:3])[CH3:2])[CH2:38][CH:37]([CH3:41])[CH3:36] |f:1.2|. Procedure: To a solution of 6-isopropoxy-1-methyl-3-(3-(tetrahydro-2H-pyran-2-yloxy)propyl)pyrido[2,3-d]pyrimidine-2,4(1H,3H)-dione (See Compound 36, step 3, 150 mg, 0.4 mmol) in THF (6 mL) at −78° C. was added LDA (2M in THF, 1.0 mL, 2.0 mmol) dropwise. The reaction was stirred at −78° C. for 1 h then 3-methylbutanal (68.8 mg, 0.8 mmol) in THF (1.5 mL) was added. The reaction was stirred at −78° C. for 1 h, quenched with aq. NH4Cl (5 mL) diluted with water (13 mL) then extracted with EA (30 mL). The organ... Starting materials: [BH3-]C#N, CC(=O)O, CO, [Na+], CC(=O)Cc1ccc(OCCO)cc1, NCC(O)c1cccc(Cl)n1. The product is CC(Cc1ccc(OCCO)cc1)NCC(O)c1cccc(Cl)n1. As a reaction SMILES: [C:30]([BH3-:31])#[N:32].[CH3:26][C:27](=[O:28])[OH:29].[CH3:34][OH:35].[Na+:33].[OH:12][CH2:13][CH2:14][O:15][c:16]1[cH:17][cH:18][c:19]([CH2:22][C:23]([CH3:24])=[O:25])[cH:20][cH:21]1.[OH:1][CH:2]([CH2:3][NH2:4])[c:5]1[n:6][c:7]([Cl:11])[cH:8][cH:9][cH:10]1>>[OH:1][CH:2]([CH2:3][NH:4][CH:23]([CH2:22][c:19]1[cH:18][cH:17][c:16]([O:15][CH2:14][CH2:13][OH:12])[cH:21][cH:20]1)[CH3:24])[c:5]1[n:6][c:7]([Cl:11])[cH:8][cH:9][cH:10]1. Reactants: OCCCBr, Br, O=C([O-])[O-], O=C(c1ccc(F)cc1)C1CCNCC1, [K+], [K+], CN(C)C=O, O. Yields the product O=C(c1ccc(F)cc1)C1CCN(CCCO)CC1. As a reaction SMILES: [Br:17][CH2:18][CH2:19][CH2:20][OH:21].[BrH:1].[C:22](=[O:23])([O-:24])[O-:25].[F:2][c:3]1[cH:4][cH:5][c:6]([C:7](=[O:8])[CH:9]2[CH2:10][CH2:11][NH:12][CH2:13][CH2:14]2)[cH:15][cH:16]1.[K+:26].[K+:27].[O:28]=[CH:29][N:30]([CH3:31])[CH3:32].[OH2:33]>>[F:2][c:3]1[cH:4][cH:5][c:6]([C:7](=[O:8])[CH:9]2[CH2:10][CH2:11][N:12]([CH2:18][CH2:19][CH2:20][OH:21])[CH2:13][CH2:14]2)[cH:15][cH:16]1. Starting materials: Cc1ccc(S(=O)(=O)OCC2COCCO2)cc1, Cc1ccc(S(=O)(=O)OCC2COCCO2)cc1, O=C1Nc2ccccc2C12COc1cc3c(cc12)OCCO3, O=C1Nc2ccccc2C12COc1cc3c(cc12)OCO3. The product is O=C1N(CC2COCCO2)c2ccccc2C12COc1cc3c(cc12)OCCO3. RXN SMILES: [CH3:44][c:45]1[cH:46][cH:47][c:48]([S:49]([O:50][CH2:55][CH:56]2[O:57][CH2:58][CH2:59][O:60][CH2:61]2)(=[O:51])=[O:52])[cH:53][cH:54]1.[CH3:62][c:63]1[cH:64][cH:65][c:66]([S:67]([O:68][CH2:69][CH:70]2[CH2:71][O:72][CH2:73][CH2:74][O:75]2)(=[O:76])=[O:77])[cH:78][cH:79]1.[NH:1]1[C:2](=[O:22])[C:3]2([CH2:4][O:5][c:6]3[cH:7][c:8]4[c:9]([cH:14][c:15]32)[O:10][CH2:11][CH2:12][O:13]4)[c:16]2[cH:17][cH:18][cH:19][cH:20][c:21]21.[NH:23]1[c:24]2[c:25]([cH:26][cH:27][cH:28][cH:29]2)[C:30]2([c:31]3[cH:32][c:33]4[c:37]([cH:38][c:39]3[O:40][CH2:41]2)[O:36][CH2:35][O:34]4)[C:42]1=[O:43]>>[N:1]1([CH2:55][CH:56]2[O:57][CH2:58][CH2:59][O:60][CH2:61]2)[C:2](=[O:22])[C:3]2([CH2:4][O:5][c:6]3[cH:7][c:8]4[c:9]([cH:14][c:15]32)[O:10][CH2:11][CH2:12][O:13]4)[c:16]2[cH:17][cH:18][cH:19][cH:20][c:21]21. Reactants: CN(C)CC=1N(C=CN1)C1=CC(=C(C=C1)N)F (4-(2-dimethylaminomethyl-imidazol-1-yl)-2-fluoro-phenylamine), ClC=1C=C(C=CC1)N=C=O (3-chlorophenylisocyanate). Run in C(Cl)Cl (CH2Cl2). Run at time 3 day. The product is ClCCCNC(=O)NC1=C(C=C(C=C1)N1C(=NC=C1)CN(C)C)F (1-(3-chloro-propyl)-3-[4-(2-dimethylaminomethyl-imidazol-1-yl)-2-fluoro-phenyl]-urea). Reaction SMILES: [CH3:1][N:2]([CH2:4][C:5]1[N:6]([C:10]2[CH:15]=[CH:14][C:13]([NH2:16])=[C:12]([F:17])[CH:11]=2)[CH:7]=[CH:8][N:9]=1)[CH3:3].[Cl:18][C:19]1[CH:20]=[C:21]([N:25]=[C:26]=[O:27])C=CC=1>C(Cl)Cl>[Cl:18][CH2:19][CH2:20][CH2:21][NH:25][C:26]([NH:16][C:13]1[CH:14]=[CH:15][C:10]([N:6]2[CH:7]=[CH:8][N:9]=[C:5]2[CH2:4][N:2]([CH3:1])[CH3:3])=[CH:11][C:12]=1[F:17])=[O:27]. Procedure: To a solution of 234.3 mg (1 mmol) of 4-(2-dimethylaminomethyl-imidazol-1-yl)-2-fluoro-phenylamine in 5 mL of anhydrous CH2Cl2 and under N2 atmosphere were added 179 mg (1.5 mmol) of 3-chlorophenylisocyanate. The mixture was stirred for 3 days at room temperature. The volatiles were concentrated to yield quantitatively 1-(3-chloro-propyl)-3-[4-(2-dimethylaminomethyl-imidazol-1-yl)-2-fluoro-phenyl]-urea as a viscous oil. This compound can be was used without further purification. 1H NMR (400 MHz,... Reported procedure: In a pressure reactor 26 g of ethylene oxide (0.59 mole) and 60 g of 2-hydroxyethyl carbamate (0.57 mole) are contacted in the presence of 1 g of potassium carbonate (0.0072 mole) at 110° C. for two hours. This resulted in an 85.3 percent conversion of 2-hydroxyethyl carbamate to products, with a selectivity to N-hydroxyethyl-2-oxazolidinone of 9.7 percent and to 2-oxazolidinone of 84.4 percent. As a reaction SMILES: [CH2:1]1[O:3][CH2:2]1.[C:4](=[O:10])([O:6][CH2:7][CH2:8][OH:9])[NH2:5].C(=O)([O-])[O-].[K+].[K+]>>[C:4](=[O:10])([O:6][CH2:7][CH2:8][OH:9])[NH2:5].[OH:3][CH2:2][CH2:1][N:5]1[CH2:8][CH2:7][O:6][C:4]1=[O:10].[O:6]1[CH2:7][CH2:8][NH:5][C:4]1=[O:10] |f:2.3.4|. Yields the product C(N)(OCCO)=O (2-hydroxyethyl carbamate), OCCN1C(OCC1)=O (N-hydroxyethyl-2-oxazolidinone), O1C(NCC1)=O (2-oxazolidinone). Reactants: C1CO1 (ethylene oxide), C(N)(OCCO)=O (2-hydroxyethyl carbamate), C([O-])([O-])=O.[K+].[K+] (potassium carbonate).